Dataset: the Open Reaction Database (ORD), a public repository of structured organic reaction records. Task: describe an organic reaction: reactants, conditions, products, and yield Starting materials: C(C1=CC=CC=C1)N1CC(C(CC1)(C1=C(C(=CC=2C=COC21)Cl)F)OC(C(=O)C)=O)C (1-benzyl-3-methyl-4-(methyl oxoacetoxy)-4-(5-chloro-6-fluorobenzofur-7-yl)piperidine), C(CCC)[SnH](CCCC)CCCC (tri(n-butyl)tin hydride). The product is C(C1=CC=CC=C1)N1C[C@H]([C@H](CC1)C1=C(C(=CC=2C=COC21)Cl)F)C (cis-1-benzyl-3-methyl-4-(5-chloro-6-fluorobenzofur-7-yl)piperidine). The yield is 46.8%. RXN SMILES: [CH2:1]([N:8]1[CH2:13][CH2:12][C:11](OC(=O)C(C)=O)([C:14]2[C:22]3[O:21][CH:20]=[CH:19][C:18]=3[CH:17]=[C:16]([Cl:23])[C:15]=2[F:24])[CH:10]([CH3:31])[CH2:9]1)[C:2]1[CH:7]=[CH:6][CH:5]=[CH:4][CH:3]=1.C([SnH](CCCC)CCCC)CCC>>[CH2:1]([N:8]1[CH2:13][CH2:12][C@H:11]([C:14]2[C:22]3[O:21][CH:20]=[CH:19][C:18]=3[CH:17]=[C:16]([Cl:23])[C:15]=2[F:24])[C@H:10]([CH3:31])[CH2:9]1)[C:2]1[CH:7]=[CH:6][CH:5]=[CH:4][CH:3]=1. Procedure: Beginning with 1.07 gm (2.33 mMol) 1-benzyl-3-methyl-4-(methyl oxoacetoxy)-4-(5-chloro-6-fluorobenzofur-7-yl)piperidine, this material was treated with tri(n-butyl)tin hydride essentially as described in EXAMPLE 16 to provide 0.39 gm of the desired compound. The solvent is CN(C)C=O (DMF). The reactants are ClC1=CC=C(CCl)C=C1 (4-Chlorobenzyl chloride), C(C)(C)(C)OC(=O)NC1CNCC1 (3-{(tert-butoxycarbonyl)amino}pyrrolidine). Run at temperature 70 celsius, time 15 hour. As a reaction SMILES: [Cl:1][C:2]1[CH:9]=[CH:8][C:5]([CH2:6]Cl)=[CH:4][CH:3]=1.[C:10]([O:14][C:15]([NH:17][CH:18]1[CH2:22][CH2:21][NH:20][CH2:19]1)=[O:16])([CH3:13])([CH3:12])[CH3:11]>CN(C=O)C>[C:10]([O:14][C:15]([NH:17][CH:18]1[CH2:22][CH2:21][N:20]([CH2:6][C:5]2[CH:8]=[CH:9][C:2]([Cl:1])=[CH:3][CH:4]=2)[CH2:19]1)=[O:16])([CH3:13])([CH3:11])[CH3:12]. Product: desired material, C(C)(C)(C)OC(=O)NC1CN(CC1)CC1=CC=C(C=C1)Cl (3-(tert-butoxycarbonyl)amino-1-(4-chlorobenzyl)pyrrolidine). Reported procedure: 4-Chlorobenzyl chloride (4.15 g, 25.8 mmol) and 2Pr2NEt (6.67 g, 51.6 mmol) were added to a solution of 3-{(tert-butoxycarbonyl)amino}pyrrolidine (4.81 g, 25.8 mmol) in DMF (50 mL). The reaction mixture was stirred at 70° C. for 15 h and the solvent was removed under reduced pressure. Recrystallization (CH3CN, 50 mL) provided the desired material, 3-(tert-butoxycarbonyl)amino-1-(4-chlorobenzyl)pyrrolidine as a pale yellow solid (6.43 g, 80.2%): 1H NMR (CDCl3, 300 MHz) δ 1.37 (s, 9 H), 1.5-1.7 (b... Isolated yield 80.2%.